This data is from the Open Reaction Database (ORD), a public repository of structured organic reaction records. The task is: describe an organic reaction: reactants, conditions, products, and yield Reactants: C(CCCCCCCCCCCCCCCCC)(=O)O (octadecanoic acid), NC(CO)(C)C (2-amino-2-methylpropanol). The product is CC1(N=C(OC1)CCCCCCCCCCCCCCCCC)C (4,4-dimethyl-2-heptadecyl-2-oxazoline). Isolated yield 79.7%. RXN SMILES: [C:1]([OH:20])(=O)[CH2:2][CH2:3][CH2:4][CH2:5][CH2:6][CH2:7][CH2:8][CH2:9][CH2:10][CH2:11][CH2:12][CH2:13][CH2:14][CH2:15][CH2:16][CH2:17][CH3:18].[NH2:21][C:22]([CH3:26])([CH3:25])[CH2:23]O>>[CH3:23][C:22]1([CH3:26])[CH2:25][O:20][C:1]([CH2:2][CH2:3][CH2:4][CH2:5][CH2:6][CH2:7][CH2:8][CH2:9][CH2:10][CH2:11][CH2:12][CH2:13][CH2:14][CH2:15][CH2:16][CH2:17][CH3:18])=[N:21]1. Reported procedure: Following example 8, 14.9 g (52.4 mmoles) of octadecanoic acid and 9.34 g (104.8 mmoles) of 2-amino-2-methylpropanol gave 14.1 g (79.7%) of product, b.p. 140°-143° C./0.01 mm Hg. Reactants: FC(C1=CC=C(C=N1)N)(F)F (6-trifluoromethylpyridin-3-ylamine), C(C1=CC=CC=C1)N1CC2=C(N=CN=C2Cl)CC1 (6-Benzyl-4-chloro-5,6,7,8-tetrahydropyrido[4,3-d]pyrimidine), I.O (HI H2O). Run in O1CCOCC1 (dioxane). Reported procedure: 6-Benzyl-4-chloro-5,6,7,8-tetrahydropyrido[4,3-d]pyrimidine (0.5 g, 1.93 mmol) was dissolved in anhydrous dioxane (3 mL) and 6-trifluoromethylpyridin-3-ylamine was added (469 mg, 2.9 mmol), followed by HI/H2O (0.3 mL, 47%). The mixture was heated at 130° C. for 600 s in a Personal Chemistry microwave. The solvents were removed under vacuum and the residue was dissolved in ethyl acetate and washed with sat. NaHCO3 and brine. The organic layer was dried over Na2SO4, filtered and evaporated to give... Conditions: temperature 130 celsius. As a reaction SMILES: [CH2:1]([N:8]1[CH2:18][CH2:17][C:11]2[N:12]=[CH:13][N:14]=[C:15](Cl)[C:10]=2[CH2:9]1)[C:2]1[CH:7]=[CH:6][CH:5]=[CH:4][CH:3]=1.[F:19][C:20]([F:29])([F:28])[C:21]1[N:26]=[CH:25][C:24]([NH2:27])=[CH:23][CH:22]=1.I.O>O1CCOCC1>[CH2:1]([N:8]1[CH2:18][CH2:17][C:11]2[N:12]=[CH:13][N:14]=[C:15]([NH:27][C:24]3[CH:25]=[N:26][C:21]([C:20]([F:29])([F:19])[F:28])=[CH:22][CH:23]=3)[C:10]=2[CH2:9]1)[C:2]1[CH:7]=[CH:6][CH:5]=[CH:4][CH:3]=1 |f:2.3|. Yield: 95.0%. Yields the product C(C1=CC=CC=C1)N1CC2=C(N=CN=C2NC=2C=NC(=CC2)C(F)(F)F)CC1 (6-Benzyl-N-(6-(trifluoromethyl)pyridin-3-yl)-5,6,7,8-tetrahydropyrido[4,3-d]pyrimidin-4-amine). The reactants are ferrous sulfate heptahydrate, F[B-](F)(F)F.[H+] (tetrafluoroboric acid), peroxide, CC1(NC(CC(C1)O)(C)C)C (2,2,6,6-tetramethylpiperidin-4-ol), C([O-])([O-])=O.[Na+].[Na+] (sodium carbonate), peroxide, peroxide, S(=O)([O-])[O-].[Na+].[Na+] (sodium sulfite), peroxide, OO (hydrogen peroxide). Solvent: O (water), O (water), C(C)#N (acetonitrile), C(C)#N (acetonitrile), C1CCCCC1 (cyclohexane). Run at temperature 56 celsius, time 8 hour. Yields the product C1(CCCCC1)ON1C(CC(CC1(C)C)O)(C)C (1-Cyclohexyloxy-2,2,6,6-tetramethylpiperidin-4-ol). RXN SMILES: [CH3:1][C:2]1([CH3:11])[CH2:7][CH:6]([OH:8])[CH2:5][C:4]([CH3:10])([CH3:9])[NH:3]1.[C:12](=[O:15])([O-])[O-].[Na+].[Na+].OO.F[B-](F)(F)F.[H+].S([O-])([O-])=O.[Na+].[Na+]>O.C(#N)C.C1CCCCC1>[CH:12]1([O:15][N:3]2[C:4]([CH3:10])([CH3:9])[CH2:5][CH:6]([OH:8])[CH2:7][C:2]2([CH3:11])[CH3:1])[CH2:7][CH2:6][CH2:5][CH2:4][CH2:9]1 |f:1.2.3,5.6,7.8.9|. Reported procedure: A mixture of 5.21 g (33.1 mmol) of 2,2,6,6-tetramethylpiperidin-4-ol, 0.015 g (0.142 mmol) of anhydrous sodium carbonate, 15 ml of water, and 15 ml of acetonitrile is heated to 56° C. A solution of 6.5 g (96 mmol) of 50% aqueous hydrogen peroxide is added to the reaction mixture over 1.5 hours while the temperature is brought to and maintained at 80° C. After the peroxide is added, the reaction mixture is heated at 80° C. for 3 hours, then cooled slowly to 50° C. over 1.75 hours. The mixture is ... Reactants: CC1=NC=2C(NC=CC2C=C1)=O (2-Methyl-7H-[1,7]naphthyridin-8-one), P(=O)(Cl)(Cl)Cl (phosphorus oxychloride). Conditions: temperature 90 celsius, time 4 hour. Product: ClC=1N=CC=C2C=CC(=NC12)C (8-Chloro-2-methyl-[1,7]naphthyridine), solid. Yield: 89.0%. As a reaction SMILES: [CH3:1][C:2]1[CH:11]=[CH:10][C:9]2[CH:8]=[CH:7][NH:6][C:5](=O)[C:4]=2[N:3]=1.P(Cl)(Cl)([Cl:15])=O>>[Cl:15][C:5]1[N:6]=[CH:7][CH:8]=[C:9]2[C:4]=1[N:3]=[C:2]([CH3:1])[CH:11]=[CH:10]2. Reported procedure: A suspension of 2-Methyl-7H-[1,7]naphthyridin-8-one (820 mg, 5.12 mmol) and phosphorus oxychloride (7 ml, 76.8 mmol) was stirred at 90° C. for 4 hours. The reaction mixture was evaporated to dryness, poured on ice and set alkaline with aqueous ammonia. A red solution resulted. The aqueous layer was extracted with dichloromethane (three times). The combined organic layers were washed with brine, dried over Na2SO4 and concentrated in vacuo. The residue was purified by flash chromatography on silic... The reactants are [H][H] (hydrogen), [H-].[Na+] (NaH), C1CCOC1 (THF), ClC1=CC=C2C=CC(=NC2=C1)C=CC=1C=C(C=CC1)[C@H](CCC1=C(C=CC=C1)C(C)(C)O)SC[C@H](C(=O)O)CC (3-((1-(S)-(3-(2-(7-chloro-2-quinolinyl)ethenyl)phenyl)-3-(2-(2-hydroxy-2-propyl)phenyl)propyl)thio)-2-(S)-ethylpropanoic acid), COC(OC)=O (dimethylcarbonate), NH4OAc. The solvent is CO (MeOH). The product is solid, ClC1=CC=C2C=CC(=NC2=C1)C=CC=1C=C(C=CC1)C(CC(=O)OC)=O (Methyl 3-(3-(2-(7-chloro-2-quinolinyl)ethenyl)phenyl)-3-oxopropanoate). Yield: 89.0%. Reaction SMILES: [Cl:1][C:2]1[CH:11]=[C:10]2[C:5]([CH:6]=[CH:7][C:8]([CH:12]=[CH:13][C:14]3[CH:15]=[C:16]([C@@H](SC[C@@H](CC)C(O)=O)CCC4C=CC=CC=4C(O)(C)C)[CH:17]=[CH:18][CH:19]=3)=[N:9]2)=[CH:4][CH:3]=1.CO[C:43](=[O:46])[O:44][CH3:45].[H-].[Na+].[H][H].C1C[O:54][CH2:53][CH2:52]1>CO>[Cl:1][C:2]1[CH:3]=[C:4]2[C:5]([CH:6]=[CH:7][C:8]([CH:12]=[CH:13][C:14]3[CH:15]=[C:16]([C:53](=[O:54])[CH2:52][C:43]([O:44][CH3:45])=[O:46])[CH:17]=[CH:18][CH:19]=3)=[N:9]2)=[CH:10][CH:11]=1 |f:2.3|. Reported procedure: In a 500 mL flask fitted with a condenser were suspended the ketone of Step 2 (57.05 g, 185 mmol) and dimethylcarbonate (13.70 mL, 2.5 equiv.) in THF (230 mL). 80% NaH (16.70 g, 3 equiv.) was added portionwise over a few minutes and the reaction was initiated through the addition of MeOH (370 μl). The mixture was stirred at r.t. The solids gradually dissolved and when the evolution of hydrogen has subsided, the mixture was heated at 70° C. for 1 h. After cooling to r.t., it was poured onto cold ... Starting materials: BrC=1C=C2C(=CN(C2=CC1)C(C1=CC=CC=C1)=O)CCN(C)C (5-bromo-3-[2-(N,N-dimethylamino)ethyl]-1-benzoylindole), C(CCC)[Sn](C1=CCCCC1)(CCCC)CCCC (1-tributylstannylcyclohex-1-ene), tetrakistriphenyphosphine palladium. Run in C1(=CC=CC=C1)C (toluene). Yields the product C1(=CCCCC1)C=1C=C2C(=CN(C2=CC1)C(C1=CC=CC=C1)=O)CCN(C)C (5-(cyclohex-1-en-1-yl)-3-[2-(N,N-dimethylamino)ethyl]-1-benzoylindole). The yield is 27.7%. Reaction SMILES: Br[C:2]1[CH:3]=[C:4]2[C:8](=[CH:9][CH:10]=1)[N:7]([C:11](=[O:18])[C:12]1[CH:17]=[CH:16][CH:15]=[CH:14][CH:13]=1)[CH:6]=[C:5]2[CH2:19][CH2:20][N:21]([CH3:23])[CH3:22].C([Sn](CCCC)(CCCC)[C:29]1[CH2:34][CH2:33][CH2:32][CH2:31][CH:30]=1)CCC>C1(C)C=CC=CC=1>[C:29]1([C:2]2[CH:3]=[C:4]3[C:8](=[CH:9][CH:10]=2)[N:7]([C:11](=[O:18])[C:12]2[CH:17]=[CH:16][CH:15]=[CH:14][CH:13]=2)[CH:6]=[C:5]3[CH2:19][CH2:20][N:21]([CH3:23])[CH3:22])[CH2:34][CH2:33][CH2:32][CH2:31][CH:30]=1. Procedure: A solution of 5-bromo-3-[2-(N,N-dimethylamino)ethyl]-1-benzoylindole (Example 5a, 109.8 mg 0.30 mmol), 1-tributylstannylcyclohex-1-ene (111 mg, 0.30 mmol) and tetrakistriphenyphosphine palladium (80 mg, 0.07 mmol) in toluene (2 mL) was stirred at 100-110° C. overnight. After removal of the solvent in vacuo, flash chromatography on silica gel (2-10% 2M methanolic ammonia in dichloromethane) yielded 5-(cyclohex-1-en-1-yl)-3-[2-(N,N-dimethylamino)ethyl]-1-benzoylindole (31 mg, 28%). The reactants are FC1=C2CCN(N3C2=C(C=C1F)C(C(=C3)C(=O)OC)=O)C (Methyl 4,5-Difluoro-2,3-dihydro-1-methyl-7-oxo-1H, 7H-pyrido[3,2,1-ij]cinnoline-8-carboxylate), N1CCCC1 (pyrrolidine), C1CCC2=NCCCN2CC1 (1,8-diazabicyclo[5.4.0]-7-undecene). Run in CN(C=O)C (N,N-dimethylformamide). Reaction conditions: temperature 80 celsius. Yields the product N1(CCCC1)C1=C2CCN(N3C2=C(C=C1F)C(C(=C3)C(=O)OC)=O)C (Methyl 4-(Pyrrolidin-1-yl)-5-fluoro-2,3-dihydro-1-methyl-7-oxo-1H,7H-pyrido-[3,2,1-ij]cinnoline-8-carboxylate). Isolated yield 75.9%. RXN SMILES: F[C:2]1[C:11]([F:12])=[CH:10][C:9]2[C:13](=[O:20])[C:14]([C:16]([O:18][CH3:19])=[O:17])=[CH:15][N:7]3[C:8]=2[C:3]=1[CH2:4][CH2:5][N:6]3[CH3:21].[NH:22]1[CH2:26][CH2:25][CH2:24][CH2:23]1.C1CCN2C(=NCCC2)CC1>CN(C)C=O>[N:22]1([C:2]2[C:11]([F:12])=[CH:10][C:9]3[C:13](=[O:20])[C:14]([C:16]([O:18][CH3:19])=[O:17])=[CH:15][N:7]4[C:8]=3[C:3]=2[CH2:4][CH2:5][N:6]4[CH3:21])[CH2:26][CH2:25][CH2:24][CH2:23]1. Procedure: 2.92 g of the compound (6) obtained in Example 2 (1), 1.07 g of pyrrolidine and 2.25 g of 1,8-diazabicyclo[5.4.0]-7-undecene were added to 20 ml of N,N-dimethylformamide, and the solution was heated at 80° C. for 12 hours. The solvent was removed by distillation, and 100 ml of chloroform was added to the residue. After washing with water, the organic layer was separated from the solution. After drying over magnesium sulfate, the solvent was removed by distillation. To the residue, 50 ml of isopr... Starting materials: C12C(C3CC(CC(C1)C3)C2)C(=O)O (adamantane-2-carboxylic acid), N1CCC2=CC=CC=C12 (indoline), CN(C)C(=[N+](C)C)ON1C2=C(C=CC=C2)N=N1.[B-](F)(F)(F)F (TBTU), CCN(C(C)C)C(C)C (DIPEA). The solvent is CN(C)C=O (DMF), C(=O)O (Formic acid). Run at time 8 hour. Product: C12C(C3CC(CC(C1)C3)C2)C(=O)N2CCC3=CC=CC=C23 (Adamantan-2-yl-(2,3-dihydro-indol-1-yl)-methanone). RXN SMILES: [CH:1]12[CH2:10][CH:5]3[CH2:6][CH:7]([CH2:9][CH:3]([CH2:4]3)[CH:2]1[C:11]([OH:13])=O)[CH2:8]2.[NH:14]1[C:22]2[C:17](=[CH:18][CH:19]=[CH:20][CH:21]=2)[CH2:16][CH2:15]1.CN(C(ON1N=NC2C=CC=CC1=2)=[N+](C)C)C.[B-](F)(F)(F)F.CCN(C(C)C)C(C)C>CN(C=O)C.C(O)=O>[CH:3]12[CH2:4][CH:5]3[CH2:6][CH:7]([CH2:8][CH:1]([CH2:10]3)[CH:2]1[C:11]([N:14]1[C:22]3[C:17](=[CH:18][CH:19]=[CH:20][CH:21]=3)[CH2:16][CH2:15]1)=[O:13])[CH2:9]2 |f:2.3|. Reported procedure: A mixture of 24.2 mg (0.134 mmol) adamantane-2-carboxylic acid, 20 mg (0.168 mmol) indoline, 64.7 mg (0.2 mmol) TBTU and 43.4 mg (0.336 mmol) DIPEA in 1 mL DMF was stirred at room temperature overnight. Formic acid was added and the mixture was subjected to column chromatography on reversed phase eluting with a gradient formed from acetonitrile, water and NEt3 to yield after evaporation of the product containing fractions 14.1 mg (30%) of the title compound. MS(m/e): 282.4 (MH+). Reactants: CCO, COc1ncccc1CCN1CCCCC1CC(=O)NCc1cccc(F)c1, O=S(Cl)Cl. Product: O=C(CC1CCCCN1CCc1ccc[nH]c1=O)NCc1cccc(F)c1. As a reaction SMILES: [CH3:33][CH2:34][OH:35].[F:1][c:2]1[cH:3][c:4]([CH2:5][NH:6][C:7]([CH2:8][CH:9]2[N:10]([CH2:15][CH2:16][c:17]3[c:18]([O:23][CH3:24])[n:19][cH:20][cH:21][cH:22]3)[CH2:11][CH2:12][CH2:13][CH2:14]2)=[O:25])[cH:26][cH:27][cH:28]1.[S:29]([Cl:30])([Cl:31])=[O:32]>>[F:1][c:2]1[cH:3][c:4]([CH2:5][NH:6][C:7]([CH2:8][CH:9]2[N:10]([CH2:15][CH2:16][c:17]3[c:18](=[O:23])[nH:19][cH:20][cH:21][cH:22]3)[CH2:11][CH2:12][CH2:13][CH2:14]2)=[O:25])[cH:26][cH:27][cH:28]1.